Dataset: the Open Reaction Database (ORD), a public repository of structured organic reaction records. Task: describe an organic reaction: reactants, conditions, products, and yield Procedure details: A suspension of 2.9 g of 5-phenyl-3H-thieno[3,2-e][1,4]diazepin-2-ylamine, 11.7 g of sodium bicarbonate and 1.83 g of 1,3-dichloroacetone in 80 ml of dioxan was stirred at room temperature under argon for 48 h. Thereafter, the temperature of the reaction mixture was increased to 80° C. and the suspension was stirred under argon for a further 27 h. After cooling to 60° C. 19.2 g of 2.5N sodium hydroxide solution were added and the reaction mixture was stirred under argon for a further 20 h. Subse... The reactants are two, [OH-].[Na+] (sodium hydroxide), [OH-].[Na+] (sodium hydroxide), C1(=CC=CC=C1)C=1C2=C(N=C(CN1)N)C=CS2 (5-phenyl-3H-thieno[3,2-e][1,4]diazepin-2-ylamine), C([O-])(O)=O.[Na+] (sodium bicarbonate), ClCC(=O)CCl (1,3-dichloroacetone). As a reaction SMILES: [C:1]1([C:7]2[C:8]3[S:17][CH:16]=[CH:15][C:9]=3[N:10]=[C:11]([NH2:14])[CH2:12][N:13]=2)[CH:6]=[CH:5][CH:4]=[CH:3][CH:2]=1.[C:18](=[O:21])(O)[O-].[Na+].Cl[CH2:24][C:25](CCl)=O.[OH-].[Na+]>O1CCOCC1>[C:1]1([C:7]2[C:8]3[S:17][CH:16]=[CH:15][C:9]=3[N:10]3[CH:24]=[C:25]([CH2:18][OH:21])[N:14]=[C:11]3[CH2:12][N:13]=2)[CH:2]=[CH:3][CH:4]=[CH:5][CH:6]=1 |f:1.2,4.5|. Yield: 60.3%. Product: C1(=CC=CC=C1)C1=NCC=2N(C3=C1SC=C3)C=C(N2)CO (4-phenyl-6H-imidazo[1,2-a]thieno[2,3-f][1,4]diazepin-8-ylmethanol). Conditions: time 48 hour. The solvent is O1CCOCC1 (dioxan). Reactants: COCCOCOC1=C(C(=CC(=C1)OCOCCOC)OC1=CC=C(C=C1)[N+](=O)[O-])C1=CC(=NO1)C(=O)NC1CCN(CC1)C(=O)OC(C)(C)C (tert-butyl 4-{[(5-{2,4-bis[(2-methoxyethoxy)methoxy]-6-(4-nitrophenoxy)phenyl}isoxazol-3-yl)carbonyl]amino}piperidine-1-carboxylate), [Cl-].[NH4+] (ammonium chloride). Reagents/catalysts: [Zn] (zinc). Solvent: C(C)(=O)OCC (ethyl acetate), O1CCOCC1 (dioxane), O (water). Reaction conditions: time 30 minute. Yields the product C(C)(C)(C)OC(=O)N1CCC(CC1)NC(=O)C1=NOC(=C1)C1=C(C=C(C=C1OC1=CC=C(C=C1)N)OCOCCOC)OCOCCOC (Tert-butyl-4-{[(5-{2,4-Bis[(2-methoxyethoxy)methoxy]-6-(4-aminophenoxy)phenyl}isoxazol-3-yl)carbonyl]amino}piperidine-1-carboxylate). The yield is 86.2%. RXN SMILES: [CH3:1][O:2][CH2:3][CH2:4][O:5][CH2:6][O:7][C:8]1[CH:13]=[C:12]([O:14][CH2:15][O:16][CH2:17][CH2:18][O:19][CH3:20])[CH:11]=[C:10]([O:21][C:22]2[CH:27]=[CH:26][C:25]([N+:28]([O-])=O)=[CH:24][CH:23]=2)[C:9]=1[C:31]1[O:35][N:34]=[C:33]([C:36]([NH:38][CH:39]2[CH2:44][CH2:43][N:42]([C:45]([O:47][C:48]([CH3:51])([CH3:50])[CH3:49])=[O:46])[CH2:41][CH2:40]2)=[O:37])[CH:32]=1.[Cl-].[NH4+]>O1CCOCC1.O.C(OCC)(=O)C.[Zn]>[C:48]([O:47][C:45]([N:42]1[CH2:41][CH2:40][CH:39]([NH:38][C:36]([C:33]2[CH:32]=[C:31]([C:9]3[C:10]([O:21][C:22]4[CH:27]=[CH:26][C:25]([NH2:28])=[CH:24][CH:23]=4)=[CH:11][C:12]([O:14][CH2:15][O:16][CH2:17][CH2:18][O:19][CH3:20])=[CH:13][C:8]=3[O:7][CH2:6][O:5][CH2:4][CH2:3][O:2][CH3:1])[O:35][N:34]=2)=[O:37])[CH2:44][CH2:43]1)=[O:46])([CH3:49])([CH3:50])[CH3:51] |f:1.2|. Procedure: To a stirred solution of tert-butyl 4-{[(5-{2,4-bis[(2-methoxyethoxy)methoxy]-6-(4-nitrophenoxy)phenyl}isoxazol-3-yl)carbonyl]amino}piperidine-1-carboxylate (5.3 g, 7.4 mmol) in a mixture of dioxane (100 mL) and water (20 mL) were added portion wise zinc powder (1 g, 14.8 mmol, 2 eq.) and ammonium chloride (3.9 g, 74 mmol, 10 eq.) at 100° C. After stirring for 30 minutes, the reaction mixture was cooled and diluted with ethyl acetate. After washing with 1 M Na2CO3 solution, the organic phase was... Reactants: CCOC(=O)N1C(=O)N(C(=O)OCc2ccccc2)C2(C1=O)C(=O)N(Cc1ccc(Cl)c(Cl)c1)c1ccccc12, CC(=O)O, CCO, COCCOC. Product: CCOC(=O)N1C(=O)NC2(C1=O)C(=O)N(Cc1ccc(Cl)c(Cl)c1)c1ccccc12. As a reaction SMILES: [CH2:1]([O:2][C:3](=[O:4])[N:11]1[C:12](=[O:40])[N:13]([C:35](=[O:36])[O:37][CH2:38][CH3:39])[C:14](=[O:34])[C:15]12[C:16](=[O:33])[N:17]([CH2:24][c:25]1[cH:26][c:27]([Cl:32])[c:28]([Cl:31])[cH:29][cH:30]1)[c:18]1[cH:19][cH:20][cH:21][cH:22][c:23]12)[c:5]1[cH:6][cH:7][cH:8][cH:9][cH:10]1.[CH3:41][C:42](=[O:43])[OH:44].[CH3:45][CH2:46][OH:47].[CH3:48][O:49][CH2:50][CH2:51][O:52][CH3:53]>>[NH:11]1[C:12](=[O:40])[N:13]([C:35](=[O:36])[O:37][CH2:38][CH3:39])[C:14](=[O:34])[C:15]12[C:16](=[O:33])[N:17]([CH2:24][c:25]1[cH:26][c:27]([Cl:32])[c:28]([Cl:31])[cH:29][cH:30]1)[c:18]1[cH:19][cH:20][cH:21][cH:22][c:23]12. Reactants: CS(=O)(=O)C1=NC=CC(=N1)N1C=NC2=C1C=CC=C2 (2-Methanesulfonyl-4-[benzimidazol-1-yl]pyrimidine), CC1=CC=C(C=C1)[C@H](C)N ((S)-1-(4-methylphenyl)ethylamine). Product: CC1=CC=C(C=C1)[C@H](C)NC1=NC=CC(=N1)N1C=NC2=C1C=CC=C2 (2-[(S)-1-(4-Methylphenyl)ethylamino]-4-[benzimidazol-1-yl]pyrimidine). RXN SMILES: CS([C:5]1[N:10]=[C:9]([N:11]2[C:15]3[CH:16]=[CH:17][CH:18]=[CH:19][C:14]=3[N:13]=[CH:12]2)[CH:8]=[CH:7][N:6]=1)(=O)=O.[CH3:20][C:21]1[CH:26]=[CH:25][C:24]([C@@H:27]([NH2:29])[CH3:28])=[CH:23][CH:22]=1>>[CH3:20][C:21]1[CH:26]=[CH:25][C:24]([C@@H:27]([NH:29][C:5]2[N:10]=[C:9]([N:11]3[C:15]4[CH:16]=[CH:17][CH:18]=[CH:19][C:14]=4[N:13]=[CH:12]3)[CH:8]=[CH:7][N:6]=2)[CH3:28])=[CH:23][CH:22]=1. Reported procedure: 2-Methanesulfonyl-4-[benzimidazol-1-yl]pyrimidine was reacted with (S)-1-(4-methylphenyl)ethylamine according to the procedure described in EXAMPLE 1, Step C to afford the title compound. Mass Spectrum (ESI): m/e 330.3 (M+1). 1H NMR (500 MHz, CDCl3): δ partial 8.53 (s, 1H); 8.39 (d, J=5.3 Hz, 1H), 7.84 (d, J=8.3 Hz, 1H); 6.78 (d, J=5.5 Hz, 1H); 5.75 (br s, 1H); 5.20 (br s, 1H); 2.36 (s, 3H); 1.63 (d, J=6.8 Hz, 3H). Starting materials: [Br-], O=C(O)c1ccccc1Br, COC(=O)CC(=O)OC, [H-], N#N, [Na+], O. The product is COC(=O)C(C(=O)OC)c1ccccc1C(=O)O. RXN SMILES: [Br-:11].[Br:1][c:2]1[c:3]([C:4](=[O:5])[OH:6])[cH:7][cH:8][cH:9][cH:10]1.[C:12]([CH2:13][C:14](=[O:15])[O:16][CH3:17])(=[O:18])[O:19][CH3:20].[H-:22].[N:23]#[N:24].[Na+:21].[OH2:25]>>[c:2]1([CH:13]([C:12](=[O:18])[O:19][CH3:20])[C:14](=[O:15])[O:16][CH3:17])[c:3]([C:4](=[O:5])[OH:6])[cH:7][cH:8][cH:9][cH:10]1. Reactants: C(C)O[C@@H](COCC1=CC=C(C=C1)[C@H]1C[C@H](N(C[C@@H]1OCC=1C=CC2=C(N(CCO2)CCCOC)C1)S(=O)(=O)C1=CC=C(C=C1)C)CC=O)C ([(2S,4R,5R)-4-[4-((R)-2-ethoxy-propoxymethyl) -phenyl]-5-[4-(3-methoxy-propyl)-3,4-dihydro-2H-benzo[1,4]oxazin-6-ylmethoxy]-1-(toluene-4-sulfonyl)-piperidin-2-yl]-acetaldehyde), C[Mg]Br (methyl magnesium bromide), C1CCOC1 (THF). Solvent: S(=O)(=O)(O)[O-].[K+] (potassium hydrogen sulfate). Conditions: time 1 hour. The product is C(C)O[C@@H](COCC1=CC=C(C=C1)[C@H]1C[C@H](N(C[C@@H]1OCC=1C=CC2=C(N(CCO2)CCCOC)C1)S(=O)(=O)C1=CC=C(C=C1)C)C[C@@H](C)NC(C)=O)C (N-{(R)-2-[(2S,4R,5R)-4-[4-((R)-2-Ethoxy-propoxymethyl)-phenyl]-5-[4-(3-methoxy-propyl) -3,4-dihydro-2H-benzo[1,4]oxazin-6-ylmethoxy]-1-(toluene-4-sulfonyl) -piperidin-2-yl]-1-methyl-ethyl}-acetamide). Reaction SMILES: [CH2:1]([O:3][C@H:4]([CH3:50])[CH2:5][O:6][CH2:7][C:8]1[CH:13]=[CH:12][C:11]([C@@H:14]2[C@@H:19]([O:20][CH2:21][C:22]3[CH:23]=[CH:24][C:25]4[O:30][CH2:29][CH2:28][N:27]([CH2:31][CH2:32][CH2:33][O:34][CH3:35])[C:26]=4[CH:36]=3)[CH2:18][N:17]([S:37]([C:40]3[CH:45]=[CH:44][C:43]([CH3:46])=[CH:42][CH:41]=3)(=[O:39])=[O:38])[C@H:16](CC=O)[CH2:15]2)=[CH:10][CH:9]=1)[CH3:2].C[Mg]Br.[CH2:54]1[CH2:58][O:57]CC1>S([O-])(O)(=O)=O.[K+]>[CH2:1]([O:3][C@H:4]([CH3:50])[CH2:5][O:6][CH2:7][C:8]1[CH:13]=[CH:12][C:11]([C@@H:14]2[C@@H:19]([O:20][CH2:21][C:22]3[CH:23]=[CH:24][C:25]4[O:30][CH2:29][CH2:28][N:27]([CH2:31][CH2:32][CH2:33][O:34][CH3:35])[C:26]=4[CH:36]=3)[CH2:18][N:17]([S:37]([C:40]3[CH:45]=[CH:44][C:43]([CH3:46])=[CH:42][CH:41]=3)(=[O:38])=[O:39])[C@H:16]([CH2:25][C@H:26]([NH:27][C:58](=[O:57])[CH3:54])[CH3:36])[CH2:15]2)=[CH:10][CH:9]=1)[CH3:2] |f:3.4|. Procedure details: To a stirred solution of 1.0 mmol [(2S,4R,5R)-4-[4-((R)-2-ethoxy-propoxymethyl) -phenyl]-5-[4-(3-methoxy-propyl)-3,4-dihydro-2H-benzo[1,4]oxazin-6-ylmethoxy]-1-(toluene-4-sulfonyl)-piperidin-2-yl]-acetaldehyde in 10 ml of THF are added 2.0 mmol of methyl magnesium bromide (3M in THF) at 0° C. The reaction mixture is allowed to warm to RT and stirred for 1 h, diluted with an aqueous solution of 1N potassium hydrogen sulfate and extracted with TBME. The organic phases are combined and dried over N...